Dataset: the Open Reaction Database (ORD), a public repository of structured organic reaction records. Task: describe an organic reaction: reactants, conditions, products, and yield Starting materials: CCOC(=O)C(=O)c1cc2c(n1C)C(=O)c1ccc(Cl)cc1SC2, S, c1ccncc1, c1c[nH]cn1. Product: CCOC(=O)Cc1cc2c(n1C)C(=O)c1ccc(Cl)cc1SC2. As a reaction SMILES: [Cl:1][c:2]1[cH:3][c:4]2[c:5]([cH:23][cH:24]1)[C:6](=[O:22])[c:7]1[n:8]([CH3:21])[c:9]([C:14]([C:15](=[O:16])[O:17][CH2:18][CH3:19])=[O:20])[cH:10][c:11]1[CH2:12][S:13]2.[SH2:30].[cH:31]1[cH:32][cH:33][n:34][cH:35][cH:36]1.[nH:25]1[cH:26][cH:27][n:28][cH:29]1>>[Cl:1][c:2]1[cH:3][c:4]2[c:5]([cH:23][cH:24]1)[C:6](=[O:22])[c:7]1[n:8]([CH3:21])[c:9]([CH2:14][C:15](=[O:16])[O:17][CH2:18][CH3:19])[cH:10][c:11]1[CH2:12][S:13]2. Reactants: CC=1C=C(C(=O)N2CCN(CC2)CCC2=CC=C(C=C2)Cl)C=CC1NC(C)=O (1-[3-methyl-4-(N-acetylamino)benzoyl]-4-[2-(4-chlorophenyl)ethyl]-piperazine), CI (methyl iodide). The product is C(C)(=O)N(C)C1=C(C=C(C(=O)N2CCN(CC2)CCC2=CC=C(C=C2)Cl)C=C1)C (1-[4-(N-acetyl-N-methylamino)-3-methylbenzoyl]-4-[2-(4-chlorophenyl)ethyl]-piperazine). RXN SMILES: [CH3:1][C:2]1[CH:3]=[C:4]([CH:22]=[CH:23][C:24]=1[NH:25][C:26](=[O:28])[CH3:27])[C:5]([N:7]1[CH2:12][CH2:11][N:10]([CH2:13][CH2:14][C:15]2[CH:20]=[CH:19][C:18]([Cl:21])=[CH:17][CH:16]=2)[CH2:9][CH2:8]1)=[O:6].[CH3:29]I>>[C:26]([N:25]([C:24]1[CH:23]=[CH:22][C:4]([C:5]([N:7]2[CH2:12][CH2:11][N:10]([CH2:13][CH2:14][C:15]3[CH:16]=[CH:17][C:18]([Cl:21])=[CH:19][CH:20]=3)[CH2:9][CH2:8]2)=[O:6])=[CH:3][C:2]=1[CH3:1])[CH3:29])(=[O:28])[CH3:27]. Procedure details: In a manner analogous to that described in Example 5, 5 g of 1-[3-methyl-4-(N-acetylamino)benzoyl]-4-[2-(4-chlorophenyl)ethyl]-piperazine are methylated with 0.8 g of methyl iodide to form 1-[4-(N-acetyl-N-methylamino)-3-methylbenzoyl]-4-[2-(4-chlorophenyl)ethyl]-piperazine and converted into the hydrochloride having a melting point of 195°. The reactants are C(#C)C1=CC=C(C=C1)[C@H](C)N1C(O[C@](CC1)(C1=CC=CC=C1)CC(C)(C)O)=O (3-[(S)-1-(4-ethynyl-phenyl)-ethyl]-(S)-6-(2-hydroxy-2-methyl-propyl)-6-phenyl-[1,3]oxazinan-2-one), BrC=1C=CC(N(C1)C)=O (5-bromo-1-methyl-1H-pyridin-2-one). Product: OC(C[C@@]1(CCN(C(O1)=O)[C@@H](C)C1=CC=C(C=C1)C#CC1=CN(C(C=C1)=O)C)C1=CC=CC=C1)(C)C ((S)-6-(2-Hydroxy-2-methyl-propyl)-3-{(S)-1-[4-(1-methyl-6-oxo-1,6-dihydro-pyridin-3-ylethynyl)-phenyl]ethyl}-6-phenyl-[1,3]oxazinan-2-one). As a reaction SMILES: [C:1]([C:3]1[CH:8]=[CH:7][C:6]([C@@H:9]([N:11]2[CH2:16][CH2:15][C@:14]([CH2:23][C:24]([OH:27])([CH3:26])[CH3:25])([C:17]3[CH:22]=[CH:21][CH:20]=[CH:19][CH:18]=3)[O:13][C:12]2=[O:28])[CH3:10])=[CH:5][CH:4]=1)#[CH:2].Br[C:30]1[CH:31]=[CH:32][C:33](=[O:37])[N:34]([CH3:36])[CH:35]=1>>[OH:27][C:24]([CH3:25])([CH3:26])[CH2:23][C@@:14]1([C:17]2[CH:18]=[CH:19][CH:20]=[CH:21][CH:22]=2)[O:13][C:12](=[O:28])[N:11]([C@H:9]([C:6]2[CH:5]=[CH:4][C:3]([C:1]#[C:2][C:30]3[CH:31]=[CH:32][C:33](=[O:37])[N:34]([CH3:36])[CH:35]=3)=[CH:8][CH:7]=2)[CH3:10])[CH2:16][CH2:15]1. Procedure: The title compound was prepared from 3-[(S)-1-(4-ethynyl-phenyl)-ethyl]-(S)-6-(2-hydroxy-2-methyl-propyl)-6-phenyl-[1,3]oxazinan-2-one and 5-bromo-1-methyl-1H-pyridin-2-one following a procedure analogous to that described in Example 31. LC-MS (Method 1): tR=3.46 min; Mass spectrum (ESI+): m/z=485 [M+H]+. The reactants are COC1=CC=C(C=C1)C=1N=C(SC1)N (4-(4-methoxy-phenyl)-thiazol-2-ylamine), ClC=1C(=C(C=CC1)S(=O)(=O)Cl)C (3-chloro-2-methylbenzenesulfonyl chloride). Product: ClC=1C(=C(C=CC1)S(=O)(=O)NC=1SC=C(N1)C1=CC=C(C=C1)OC)C (3-Chloro-N-[4-(4-methoxyphenyl)-1,3-thiazol-2-yl]-2-methylbenzenesulfonamide), solid. As a reaction SMILES: [CH3:1][O:2][C:3]1[CH:8]=[CH:7][C:6]([C:9]2[N:10]=[C:11]([NH2:14])[S:12][CH:13]=2)=[CH:5][CH:4]=1.[Cl:15][C:16]1[C:17]([CH3:26])=[C:18]([S:22](Cl)(=[O:24])=[O:23])[CH:19]=[CH:20][CH:21]=1>>[Cl:15][C:16]1[C:17]([CH3:26])=[C:18]([S:22]([NH:14][C:11]2[S:12][CH:13]=[C:9]([C:6]3[CH:5]=[CH:4][C:3]([O:2][CH3:1])=[CH:8][CH:7]=3)[N:10]=2)(=[O:24])=[O:23])[CH:19]=[CH:20][CH:21]=1. Procedure details: The title compound was prepared from 4-(4-methoxy-phenyl)-thiazol-2-ylamine and 3-chloro-2-methylbenzenesulfonyl chloride as described in the synthetic METHOD B to give a white solid (58.0 mg) with purity >90%. MS (pos) m/z 395.2. Starting materials: [Si](C)(C)(C(C)(C)C)O[C@@H](CNCCCC#CC1=CC=C(C=C1)NC(=O)C=1C=C(C=CC1)S(=O)(=O)C=1C=C2C(=C(C=NC2=C(C1)C)C(=O)N)NC1=CC(=CC=C1)OC)C1=C2C=CC(NC2=C(C=C1)O)=O ((R)-6-[[3-[[4-[5-[[2-[(tert-Butyldimethylsilyl)oxy]-2-(8-hydroxy-2-oxo-1,2-dihydroquinolin-5-yl)ethyl]amino]pent-1-ynyl]phenyl]carbamoyl]phenyl]-sulfonyl]-4-[(3-methoxyphenyl)amino]-8-methylquinoline-3-carboxamide), NC[C@H](O[Si](C)(C)C(C)(C)C)C=1C=CC(=C(C1)NC=O)O ((R)—N-(5-[2-Amino-1-[(tert-butyldimethylsilyl)oxy]ethyl]-2-hydroxyphenyl]formamide), C51H57N6O8SSi. Product: [Si](C)(C)(C(C)(C)C)O[C@@H](CNCCCC#CC1=CC=C(C=C1)NC(=O)C=1C=C(C=CC1)S(=O)(=O)C=1C=C2C(=C(C=NC2=C(C1)C)C(=O)N)NC1=CC(=CC=C1)OC)C1=CC(=C(C=C1)O)NC=O ((R)-6-[[3-[[4-[5-[[2-[(tert-Butyldimethylsilyl)oxy]-2-(3-formamido-4-hydroxyphenyl)ethyl]amino]pent-1-ynyl]phenyl]carbamoyl]phenyl]sulfonyl]-4-[(3-methoxyphenyl)amino]-8-methylquinoline-3-carboxamide). RXN SMILES: [Si:1]([O:8][C@H:9]([C:58]1[CH:67]=[CH:66][C:65]([OH:68])=[C:64]2[C:59]=1C=C[C:62](=[O:69])[NH:63]2)[CH2:10][NH:11][CH2:12][CH2:13][CH2:14][C:15]#[C:16][C:17]1[CH:22]=[CH:21][C:20]([NH:23][C:24]([C:26]2[CH:27]=[C:28]([S:32]([C:35]3[CH:36]=[C:37]4[C:42](=[C:43]([CH3:45])[CH:44]=3)[N:41]=[CH:40][C:39]([C:46]([NH2:48])=[O:47])=[C:38]4[NH:49][C:50]3[CH:55]=[CH:54][CH:53]=[C:52]([O:56][CH3:57])[CH:51]=3)(=[O:34])=[O:33])[CH:29]=[CH:30][CH:31]=2)=[O:25])=[CH:19][CH:18]=1)([C:4]([CH3:7])([CH3:6])[CH3:5])([CH3:3])[CH3:2].NC[C@@H](C1C=CC(O)=C(NC=O)C=1)O[Si](C(C)(C)C)(C)C>>[Si:1]([O:8][C@H:9]([C:58]1[CH:67]=[CH:66][C:65]([OH:68])=[C:64]([NH:63][CH:62]=[O:69])[CH:59]=1)[CH2:10][NH:11][CH2:12][CH2:13][CH2:14][C:15]#[C:16][C:17]1[CH:22]=[CH:21][C:20]([NH:23][C:24]([C:26]2[CH:27]=[C:28]([S:32]([C:35]3[CH:36]=[C:37]4[C:42](=[C:43]([CH3:45])[CH:44]=3)[N:41]=[CH:40][C:39]([C:46]([NH2:48])=[O:47])=[C:38]4[NH:49][C:50]3[CH:55]=[CH:54][CH:53]=[C:52]([O:56][CH3:57])[CH:51]=3)(=[O:34])=[O:33])[CH:29]=[CH:30][CH:31]=2)=[O:25])=[CH:19][CH:18]=1)([C:4]([CH3:7])([CH3:5])[CH3:6])([CH3:2])[CH3:3]. Reported procedure: The title compound was synthesized in a manner analogous to that described for Intermediate 153, using Intermediate 13 in place of Intermediate 2. ES/MS calcd. C51H57N6O8SSi+ 941.4. Found m/z=941 (M+H)+. Reactants: [Br-].C(#N)C1=CC=C(C=C1)N(NC)[P+](C1=CC=CC=C1)(C1=CC=CC=C1)C1=CC=CC=C1 ((1-(4-cyanophenyl)-2-methylhydrazino)triphenylphosphonium bromide), C(CCC)[Li] (n-butyllithium), [OH-].[Na+] (sodium hydroxide), CI (methyl iodide). The solvent is O1CCCC1 (tetrahydrofuran). Run at time 1 hour. The product is C(#N)C1=CC=C(C=C1)NNC (1-(4-Cyanophenyl)-2-methyl-hydrazine). Isolated yield 77.6%. Reaction SMILES: [Br-].[C:2]([C:4]1[CH:9]=[CH:8][C:7]([N:10]([P+](C2C=CC=CC=2)(C2C=CC=CC=2)C2C=CC=CC=2)[NH:11][CH3:12])=[CH:6][CH:5]=1)#[N:3].C([Li])CCC.CI.[OH-].[Na+]>O1CCCC1>[C:2]([C:4]1[CH:5]=[CH:6][C:7]([NH:10][NH:11][CH3:12])=[CH:8][CH:9]=1)#[N:3] |f:0.1,4.5|. Reported procedure: To a mixture of 260 g of (1-(4-cyanophenyl)-2-methylhydrazino)triphenylphosphonium bromide and 2,000 ml of tetrahydrofuran, 347 ml of n-butyllithium (1.66 M, hexane solution) was added at 0° C., and the resulting mixture was stirred at room temperature for 1 hour. 85.6 g of methyl iodide was added thereto, and the resulting mixture was stirred for 20 hours. Then, 1,400 ml of 2N aqueous sodium hydroxide was added. The mixture was stirred at 50° C. for another 1 hour. After the mixture was allowed...